This data is from the Open Reaction Database (ORD), a public repository of structured organic reaction records. The task is: describe an organic reaction: reactants, conditions, products, and yield Reactants: CC(C)C#N, CNCC(CC1CCCCC1)NC(=O)N1CCCC(C(O)(CCCCOC)c2cccc(Cl)c2F)C1, [K+], [K+], O=C([O-])[O-], O, O=S(=O)(O)O. Product: CNCC(CC1CCCCC1)NC(=O)N1CCCC(C(CCCCOC)(NC(=O)C(C)C)c2cccc(Cl)c2F)C1. RXN SMILES: [C:37]([CH:38]([CH3:39])[CH3:40])#[N:41].[Cl:1][c:2]1[c:3]([F:36])[c:4]([C:8]([CH2:9][CH2:10][CH2:11][CH2:12][O:13][CH3:14])([OH:15])[CH:16]2[CH2:17][N:18]([C:22](=[O:23])[NH:24][CH:25]([CH2:26][NH:27][CH3:28])[CH2:29][CH:30]3[CH2:31][CH2:32][CH2:33][CH2:34][CH2:35]3)[CH2:19][CH2:20][CH2:21]2)[cH:5][cH:6][cH:7]1.[K+:47].[K+:48].[O-:49][C:50]([O-:51])=[O:52].[OH2:53].[S:42]([OH:43])(=[O:44])(=[O:45])[OH:46]>>[Cl:1][c:2]1[c:3]([F:36])[c:4]([C:8]([CH2:9][CH2:10][CH2:11][CH2:12][O:13][CH3:14])([CH:16]2[CH2:17][N:18]([C:22](=[O:23])[NH:24][CH:25]([CH2:26][NH:27][CH3:28])[CH2:29][CH:30]3[CH2:31][CH2:32][CH2:33][CH2:34][CH2:35]3)[CH2:19][CH2:20][CH2:21]2)[NH:41][C:37]([CH:38]([CH3:39])[CH3:40])=[O:43])[cH:5][cH:6][cH:7]1. The reactants are CCO, COC(=O)c1cc(F)ccc1NC(=O)c1ccc(N2CCCC2)cc1OC1CCN(C)CC1, [K+], [OH-], O. Yields the product CN1CCC(Oc2cc(N3CCCC3)ccc2C(=O)Nc2ccc(F)cc2C(=O)O)CC1. Reaction SMILES: [CH3:36][CH2:37][OH:38].[F:1][c:2]1[cH:3][cH:4][c:5]([NH:12][C:13]([c:14]2[c:15]([O:25][CH:26]3[CH2:27][CH2:28][N:29]([CH3:32])[CH2:30][CH2:31]3)[cH:16][c:17]([N:20]3[CH2:21][CH2:22][CH2:23][CH2:24]3)[cH:18][cH:19]2)=[O:33])[c:6]([C:7](=[O:8])[O:9][CH3:10])[cH:11]1.[K+:35].[OH-:34].[OH2:39]>>[F:1][c:2]1[cH:3][cH:4][c:5]([NH:12][C:13]([c:14]2[c:15]([O:25][CH:26]3[CH2:27][CH2:28][N:29]([CH3:32])[CH2:30][CH2:31]3)[cH:16][c:17]([N:20]3[CH2:21][CH2:22][CH2:23][CH2:24]3)[cH:18][cH:19]2)=[O:33])[c:6]([C:7](=[O:8])[OH:9])[cH:11]1.